Dataset: the Open Reaction Database (ORD), a public repository of structured organic reaction records. Task: describe an organic reaction: reactants, conditions, products, and yield Starting materials: CC=1N=C(NC1)CC1=C(C=CC=C1)NC(=O)N1CCN(CC1)C (1-[2-(4-methyl-2-imidazolylmethyl) phenylcarbamoyl]-4-methylpiperazine), P(=O)(Cl)(Cl)Cl (phosphorous oxychloride), P(Cl)(Cl)(Cl)(Cl)Cl (phosphorous pentachloride), C(\C=C/C(=O)O)(=O)O (maleic acid). Solvent: CCOCC (ether), CC(=O)C (acetone). Procedure details: A mixture of 10 g of 1-[2-(4-methyl-2-imidazolylmethyl) phenylcarbamoyl]-4-methylpiperazine, 86 ml of phosphorous oxychloride and 7.24 g of phosphorous pentachloride is stirred at room temperature for 4 hours and evaporated to dryness. The residue is suspended in 186 ml of methylene chloride and 55.2 ml of triethylamine is added dropwise at 0° over a period of 15 minutes. The mixture is stirred at room temperature overnight, poured into cold water, basified with 10% aqueous potassium carbonate a... Run at time 4 hour. Product: C(\C=C/C(=O)O)(=O)O.CC=1N=C2N(C(=NC3=C(C2)C=CC=C3)N3CCN(CC3)C)C1 (2-methyl-5-(4-methyl-1-piperazinyl)-11H-imidazo[1,2-c][1,3] benzodiazepine mono-maleate). As a reaction SMILES: [CH3:1][C:2]1[N:3]=[C:4]([CH2:7][C:8]2[CH:13]=[CH:12][CH:11]=[CH:10][C:9]=2[NH:14][C:15]([N:17]2[CH2:22][CH2:21][N:20]([CH3:23])[CH2:19][CH2:18]2)=O)[NH:5][CH:6]=1.P(Cl)(Cl)(Cl)=O.P(Cl)(Cl)(Cl)(Cl)Cl.[C:35]([OH:42])(=[O:41])/[CH:36]=[CH:37]\[C:38]([OH:40])=[O:39]>CC(C)=O.CCOCC>[C:35]([OH:42])(=[O:41])/[CH:36]=[CH:37]\[C:38]([OH:40])=[O:39].[CH3:1][C:2]1[N:3]=[C:4]2[CH2:7][C:8]3[CH:13]=[CH:12][CH:11]=[CH:10][C:9]=3[N:14]=[C:15]([N:17]3[CH2:22][CH2:21][N:20]([CH3:23])[CH2:19][CH2:18]3)[N:5]2[CH:6]=1 |f:6.7|.